Dataset: the Open Reaction Database (ORD), a public repository of structured organic reaction records. Task: describe an organic reaction: reactants, conditions, products, and yield The reactants are FC1=CC(=C(C(=O)OC)C=C1)C1=CC=NC=C1 (methyl 4-fluoro-2-(pyridin-4-yl)benzoate), Cl (hydrochloric acid). Conditions: temperature 90 celsius, time 18 hour. The product is Cl.FC1=CC(=C(C(=O)O)C=C1)C1=CC=NC=C1 (4-fluoro-2-(pyridin-4-yl)benzoic acid hydrochloride). As a reaction SMILES: [F:1][C:2]1[CH:11]=[CH:10][C:5]([C:6]([O:8]C)=[O:7])=[C:4]([C:12]2[CH:17]=[CH:16][N:15]=[CH:14][CH:13]=2)[CH:3]=1.[ClH:18]>>[ClH:18].[F:1][C:2]1[CH:11]=[CH:10][C:5]([C:6]([OH:8])=[O:7])=[C:4]([C:12]2[CH:13]=[CH:14][N:15]=[CH:16][CH:17]=2)[CH:3]=1 |f:2.3|. Reported procedure: A mixture of methyl 4-fluoro-2-(pyridin-4-yl)benzoate (0.88 g) and 6 N hydrochloric acid (13 mL) was stirred at 90° C. for 18 hr. The solvent was evaporated under reduced pressure to give the title compound (0.96 g). Reactants: N1=C(C=CC=C1)C#CCO (3-(2-pyridyl)-2-propyn-1-ol). The reagents and catalysts are [Pd] (palladium on carbon). The solvent is C(C)(=O)OCC (ethyl acetate), C(C)O (ethanol). Product: N1=C(C=CC=C1)CCCO (3-(2-Pyridyl)-1-propanol). RXN SMILES: [N:1]1[CH:6]=[CH:5][CH:4]=[CH:3][C:2]=1[C:7]#[C:8][CH2:9][OH:10]>C(OCC)(=O)C.C(O)C.[Pd]>[N:1]1[CH:6]=[CH:5][CH:4]=[CH:3][C:2]=1[CH2:7][CH2:8][CH2:9][OH:10]. Procedure details: A solution of 3-(2-pyridyl)-2-propyn-1-ol (540 mg, 4.06 mmol) in ethyl acetate (15 ml) and ethanol (3 ml) was hydrogenated over 10% palladium on carbon at room temperature for 13 h. The mixture was filtered through celite and the filtrate on evaporation gave an oil, which was flash chromatographed on silica using 3% methanol/dichloromethane. Fractions with Rf of about 0.09 on evaporation gave the title alcohol as a yellow oil. Reactants: Cl, CSc1ccc2cnncc2c1[N+](=O)[O-], Cl[Sn]Cl. Product: CSc1ccc2cnncc2c1N. RXN SMILES: [ClH:19].[N+:1]([O-:2])(=[O:3])[c:4]1[c:5]2[cH:6][n:7][n:8][cH:9][c:10]2[cH:11][cH:12][c:13]1[S:14][CH3:15].[Sn:16]([Cl:17])[Cl:18]>>[NH2:1][c:4]1[c:5]2[cH:6][n:7][n:8][cH:9][c:10]2[cH:11][cH:12][c:13]1[S:14][CH3:15]. Reactants: C(C1=CC=CC=C1)(C1=CC=CC=C1)(C1=CC=CC=C1)OC[C@@H]1C=C[C@@H](O1)N1C(=O)NC(=O)C=C1 (5'O-trityl-2',3'-dideoxy-2',3'-didehydrouridine), [OH-].[Na+] (NaOH), C1(=CC=C(C=C1)S(=O)(=O)O)C (p-toluenesulphonic acid). Solvent: C(Cl)(Cl)Cl (chloroform), CO (methanol). Run at time 0.75 hour. The product is [C@@H]1(C=C[C@@H](CO)O1)N1C(=O)NC(=O)C=C1 (2',3'-Dideoxy-2',3'-didehydrouridine). As a reaction SMILES: C([O:20][CH2:21][C@H:22]1[O:26][C@@H:25]([N:27]2[CH:34]=[CH:33][C:31](=[O:32])[NH:30][C:28]2=[O:29])[CH:24]=[CH:23]1)(C1C=CC=CC=1)(C1C=CC=CC=1)C1C=CC=CC=1.C1(C)C=CC(S(O)(=O)=O)=CC=1.[OH-].[Na+]>C(Cl)(Cl)Cl.CO>[C@@H:25]1([N:27]2[CH:34]=[CH:33][C:31](=[O:32])[NH:30][C:28]2=[O:29])[O:26][C@H:22]([CH2:21][OH:20])[CH:23]=[CH:24]1 |f:2.3|. Reported procedure: 5'O-trityl-2',3'-dideoxy-2',3'-didehydrouridine (0.5 gm.,1.1 mM) was dissolved in a chloroform (10 mL) and methanol (2 mL) mixture containing 2% p-toluenesulphonic acid. The reaction mixture was stirred at room temperature for 0.75 hr., and then neutralized with 2N NaOH (0.5 mL). The solvent was removed in vacuo and the residue chromatographed on silica using chloroform/acetone (2:1) as eluent. The desired product was isolated as a white crystalline solid with the same physical and spectroscopic... Starting materials: CO, COC(=O)c1ccc2c(=O)n(Cc3ccc(Cl)cc3Cl)cnc2c1, Cl, [Na+], [OH-]. Product: O=C(O)c1ccc2c(=O)n(Cc3ccc(Cl)cc3Cl)cnc2c1. RXN SMILES: [CH3:28][OH:29].[Cl:1][c:2]1[c:3]([CH2:4][n:5]2[cH:6][n:7][c:8]3[cH:9][c:10]([C:16](=[O:17])[O:18][CH3:19])[cH:11][cH:12][c:13]3[c:14]2=[O:15])[cH:20][cH:21][c:22]([Cl:24])[cH:23]1.[ClH:27].[Na+:26].[OH-:25]>>[Cl:1][c:2]1[c:3]([CH2:4][n:5]2[cH:6][n:7][c:8]3[cH:9][c:10]([C:16](=[O:17])[OH:18])[cH:11][cH:12][c:13]3[c:14]2=[O:15])[cH:20][cH:21][c:22]([Cl:24])[cH:23]1.